Dataset: the Open Reaction Database (ORD), a public repository of structured organic reaction records. Task: describe an organic reaction: reactants, conditions, products, and yield Reactants: B, COc1ccc2c(c1)CC(=O)NCC2, Cl, C1CCOC1. The product is COc1ccc2c(c1)CCNCC2, Cl. As a reaction SMILES: [BH3:15].[CH3:1][O:2][c:3]1[cH:4][cH:5][c:6]2[c:7]([cH:14]1)[CH2:8][C:9](=[O:13])[NH:10][CH2:11][CH2:12]2.[ClH:16].[O:17]1[CH2:18][CH2:19][CH2:20][CH2:21]1>>[CH3:1][O:2][c:3]1[cH:4][cH:5][c:6]2[c:7]([cH:14]1)[CH2:8][CH2:9][NH:10][CH2:11][CH2:12]2.[ClH:16]. Reactants: ClC1=NC=CC2=C1C=C(N2CCOC2=CC=C(C=C2)OC(F)(F)F)C(=O)OC (Methyl 4-chloro-1-{2-[4-(trifluoromethoxy)phenoxy]ethyl}-1H-pyrrolo[3,2-c]pyridine-2-carboxylate), FC1=NC=CC(=C1)[Sn](CCCC)(CCCC)CCCC (2-fluoro-4-(tributylstannyl)pyridine), O([K])[Si](C)(C)C (KOTMS). Reagents/catalysts: CC(C)([P](C(C)(C)C)([Pd][P](C(C)(C)C)(C(C)(C)C)C(C)(C)C)C(C)(C)C)C (bis(tri-t-butylphosphine)palladium(0)). Solvent: O1CCOCC1 (1,4-dioxane). Run at temperature 100 celsius, time 8 hour. The product is [K+].FC1=NC=CC(=C1)C1=NC=CC2=C1C=C(N2CCOC2=CC=C(C=C2)OC(F)(F)F)C(=O)[O-] (4-(2-Fluoropyridin-4-yl)-1-{2-[4-(trifluoromethoxy)phenoxy]ethyl}-1H-pyrrolo[3,2-c]pyridine-2-carboxylic acid potassium salt). Reaction SMILES: Cl[C:2]1[C:7]2[CH:8]=[C:9]([C:25]([O:27]C)=[O:26])[N:10]([CH2:11][CH2:12][O:13][C:14]3[CH:19]=[CH:18][C:17]([O:20][C:21]([F:24])([F:23])[F:22])=[CH:16][CH:15]=3)[C:6]=2[CH:5]=[CH:4][N:3]=1.[F:29][C:30]1[CH:35]=[C:34]([Sn](CCCC)(CCCC)CCCC)[CH:33]=[CH:32][N:31]=1.O([Si](C)(C)C)[K:50]>CC(C)([P](C(C)(C)C)([Pd][P](C(C)(C)C)(C(C)(C)C)C(C)(C)C)C(C)(C)C)C.O1CCOCC1>[K+:50].[F:29][C:30]1[CH:35]=[C:34]([C:2]2[C:7]3[CH:8]=[C:9]([C:25]([O-:27])=[O:26])[N:10]([CH2:11][CH2:12][O:13][C:14]4[CH:15]=[CH:16][C:17]([O:20][C:21]([F:22])([F:24])[F:23])=[CH:18][CH:19]=4)[C:6]=3[CH:5]=[CH:4][N:3]=2)[CH:33]=[CH:32][N:31]=1 |f:5.6,^1:57,63|. Reported procedure: Methyl 4-chloro-1-{2-[4-(trifluoromethoxy)phenoxy]ethyl}-1H-pyrrolo[3,2-c]pyridine-2-carboxylate (50 mg, 0.121 mmole), 2-fluoro-4-(tributylstannyl)pyridine (61 mg, 0.158 mmole), and bis(tri-t-butylphosphine)palladium(0) (6 mg, 0.012 mmole) were combined in a screw cap vial. To this was added 1,4-dioxane (0.5 mL). N2 was bubbled through the mixture for 10 seconds. The vial was capped then heated to 100° C. After stirring overnight the mixture was cooled to RT. Excess QuadraPure was added and stir... The product is COC(CCC1NC(CC1)=O)=O (5-oxo-2-pyrrolidinepropanoic acid methyl ester). Procedure details: A solution of 136 g of gamma-nitropimelic acid dimethyl ester in 500 ml of methanol is hydrogenated at approximately 3780 psi using 15 g of Raney Nickel as catalyst. The resulting slurry is filtered to remove the catalyst and the filtrate is concentrated at reduced pressure to yield crude 5-oxo-2-pyrrolidinepropanoic acid methyl ester. The 5-oxo-2-pyrrolidinepropanoic acid methyl ester is dissolved in 100 ml of methanol and 100 ml of water and is treated with 94 g of 50% sodium hydroxide solutio... The reagents and catalysts are [Ni] (Raney Nickel). Run in CO (methanol). Reaction SMILES: [CH3:1][O:2][C:3](=[O:16])[CH2:4][CH2:5][CH:6]([N+:13]([O-])=O)[CH2:7][CH2:8][C:9](OC)=[O:10]>CO.[Ni]>[CH3:1][O:2][C:3](=[O:16])[CH2:4][CH2:5][CH:6]1[CH2:7][CH2:8][C:9](=[O:10])[NH:13]1. Reactants: COC(CCC(CCC(=O)OC)[N+](=O)[O-])=O (gamma-nitropimelic acid dimethyl ester). Starting materials: C(C(=C)C)(=O)O (methacrylic acid), C(C=C)OC(C)O (allyloxyethanol), S(O)(O)(=O)=O (sulfuric acid). Product: C(C=C)OCCOC(C(=C)C)=O (methacrylic acid-allyloxyethyl ester). The yield is 80.0%. Reaction SMILES: [C:1]([OH:6])(=[O:5])[C:2]([CH3:4])=[CH2:3].[CH2:7]([O:10][CH:11](O)[CH3:12])[CH:8]=[CH2:9].S(=O)(=O)(O)O>>[CH2:7]([O:10][CH2:11][CH2:12][O:5][C:1](=[O:6])[C:2]([CH3:4])=[CH2:3])[CH:8]=[CH2:9]. Procedure: First, methacrylic acid is reacted with allyloxyethanol in the presence of catalytic of sulfuric acid by a usual esterification method to form methacrylic acid-allyloxyethyl ester (boiling point: 2 mmHg--64°-65° C., nD20 =1.4463, specific gravity d420 =0.982) in the yield of about 80%.